From a dataset of the Open Reaction Database (ORD), a public repository of structured organic reaction records. describe an organic reaction: reactants, conditions, products, and yield The reactants are COC(=O)C1CCN(CC1)C1=CC=C(C=C1)NC(=O)C=1N=C(OC1C(F)(F)F)C1=CC=CC=C1 (1-{4-[(2-phenyl-5-trifluoromethyl-oxazole-4-carbonyl)-amino]-phenyl}-piperidine-4-carboxylic acid methyl ester), [OH-].[Na+] (sodium hydroxide). Solvent: CO (methanol), C1CCOC1 (THF). Reaction conditions: time 4 hour. Yields the product C1(=CC=CC=C1)C=1OC(=C(N1)C(=O)NC1=CC=C(C=C1)N1CCC(CC1)C(=O)O)C(F)(F)F (1-{4-[(2-phenyl-5-trifluoromethyl-oxazole-4-carbonyl)-amino]-phenyl}-piperidine-4-carboxylic acid). Yield: 86.0%. As a reaction SMILES: C[O:2][C:3]([CH:5]1[CH2:10][CH2:9][N:8]([C:11]2[CH:16]=[CH:15][C:14]([NH:17][C:18]([C:20]3[N:21]=[C:22]([C:29]4[CH:34]=[CH:33][CH:32]=[CH:31][CH:30]=4)[O:23][C:24]=3[C:25]([F:28])([F:27])[F:26])=[O:19])=[CH:13][CH:12]=2)[CH2:7][CH2:6]1)=[O:4].[OH-].[Na+]>CO.C1COCC1>[C:29]1([C:22]2[O:23][C:24]([C:25]([F:26])([F:27])[F:28])=[C:20]([C:18]([NH:17][C:14]3[CH:13]=[CH:12][C:11]([N:8]4[CH2:7][CH2:6][CH:5]([C:3]([OH:4])=[O:2])[CH2:10][CH2:9]4)=[CH:16][CH:15]=3)=[O:19])[N:21]=2)[CH:34]=[CH:33][CH:32]=[CH:31][CH:30]=1 |f:1.2|. Procedure: The above 1-{4-[(2-phenyl-5-trifluoromethyl-oxazole-4-carbonyl)-amino]-phenyl}-piperidine-4-carboxylic acid methyl ester (470 mg, 1 mmol) was dissolved in a mixture of methanol (7 mL) and THF (2 mL). To this solution was added 1N sodium hydroxide solution (3 mL). The mixture was stirred at room temperature for 4 hrs until all starting material was consumed. Solvents were evaporated and the residue was diluted with water (8 mL). The solution was filtered and the filtrate was acidified with 1N hyd... Reactants: [Cl-].[NH4+] (ammonium chloride), C1(CC1)C1(CCC2=CC(=CC=C12)F)O (1-Cyclopropyl-5-fluoro-2,3-dihydro-1H-inden-1-ol), FC=1C=C2C=CNC2=C(C1)CSC (5-Fluoro-7-[(methylsulfanyl)methyl]-1H-indole), FC(C(=O)O)(F)F (trifluoroacetic acid). Solvent: ClCCl (dichloromethane), ClCCl (dichloromethane). Conditions: temperature 0 celsius, time 4 hour. Product: C1(CC1)C1(CCC2=CC(=CC=C12)F)C1=CNC2=C(C=C(C=C12)F)CSC (3-(1-Cyclopropyl-5-fluoro-2,3-dihydro-1H-inden-1-yl)-5-fluoro-7-[(methylsulfanyl)methyl]-1H-indole). As a reaction SMILES: [CH:1]1([C:4]2(O)[C:12]3[C:7](=[CH:8][C:9]([F:13])=[CH:10][CH:11]=3)[CH2:6][CH2:5]2)[CH2:3][CH2:2]1.[F:15][C:16]1[CH:17]=[C:18]2[C:22](=[C:23]([CH2:25][S:26][CH3:27])[CH:24]=1)[NH:21][CH:20]=[CH:19]2.FC(F)(F)C(O)=O.[Cl-].[NH4+]>ClCCl>[CH:1]1([C:4]2([C:19]3[C:18]4[C:22](=[C:23]([CH2:25][S:26][CH3:27])[CH:24]=[C:16]([F:15])[CH:17]=4)[NH:21][CH:20]=3)[C:12]3[C:7](=[CH:8][C:9]([F:13])=[CH:10][CH:11]=3)[CH2:6][CH2:5]2)[CH2:3][CH2:2]1 |f:3.4|. Procedure details: 633 mg (2.47 mmol) of the compound from Example 76A with a purity of 75% and 530 mg (2.71 mmol) of the compound from Example 11A were introduced into 12 ml of dichloromethane at 0° C., 0.23 ml (2.96 mmol) of trifluoroacetic acid was added, and the mixture was stirred at 0° C. for 4 h. It was diluted with dichloromethane and added to saturated aqueous ammonium chloride solution, the phases were separated, the aqueous phase was extracted with dichloromethane, and the combined organic phases were d... Starting materials: CS(=O)(=O)OCC1CCCC1, CC1(C)OB(c2cn[nH]c2)OC1(C)C, CN(C)C=O, CCOC(C)=O, [H-], [Na+]. Yields the product CC1(C)OB(c2cnn(CC3CCCC3)c2)OC1(C)C. RXN SMILES: [CH3:15][S:16]([O:17][CH2:20][CH:21]1[CH2:22][CH2:23][CH2:24][CH2:25]1)(=[O:18])=[O:19].[CH3:1][C:2]1([CH3:14])[O:3][B:4]([c:9]2[cH:10][n:11][nH:12][cH:13]2)[O:5][C:6]1([CH3:7])[CH3:8].[CH3:28][N:29]([CH3:30])[CH:31]=[O:32].[CH3:33][CH2:34][O:35][C:36](=[O:37])[CH3:38].[H-:26].[Na+:27]>>[CH3:1][C:2]1([CH3:14])[O:3][B:4]([c:9]2[cH:10][n:11][n:12]([CH2:20][CH:21]3[CH2:22][CH2:23][CH2:24][CH2:25]3)[cH:13]2)[O:5][C:6]1([CH3:7])[CH3:8]. The reactants are C1(=CC=CC=C1)C=CCCCO (5-phenyl-4-pentenol), [H-].[Na+] (sodium hydride), C(C1=CC=CC=C1)Br (benzyl bromide). Solvent: O1CCCC1 (tetrahydrofuran), O1CCCC1 (tetrahydrofuran). Conditions: time 5 minute. Product: C(C1=CC=CC=C1)OCCCC=CC1=CC=CC=C1 (5-benzyloxy-1-phenyl-1-pentene). As a reaction SMILES: [H-].[Na+].[C:3]1([CH:9]=[CH:10][CH2:11][CH2:12][CH2:13][OH:14])[CH:8]=[CH:7][CH:6]=[CH:5][CH:4]=1.[CH2:15](Br)[C:16]1[CH:21]=[CH:20][CH:19]=[CH:18][CH:17]=1>O1CCCC1>[CH2:15]([O:14][CH2:13][CH2:12][CH2:11][CH:10]=[CH:9][C:3]1[CH:8]=[CH:7][CH:6]=[CH:5][CH:4]=1)[C:16]1[CH:21]=[CH:20][CH:19]=[CH:18][CH:17]=1 |f:0.1|. Procedure details: To a suspension of sodium hydride (50%; 0.6 g) (deprived of mineral oil) in tetrahydrofuran (10 ml), there was added dropwise a solution of 5-phenyl-4-pentenol [1.66 g; known compound; cf. e.g. Journal of the Chemical Society, page 1863 (1961)] in tetrahydruforan (10 ml) in argon atmosphere at room temperature. The mixture was stirred at the same temperature for 5 minutes. A solution of benzyl bromide (1.93 g) in tetrahydrofuran (10 ml) was added dropwise and the mixture was stirred at the same ... Reactants: ClC1=CC=C(CN(S(=O)(=O)C2=CC=C(C=C2)OC)CC(C)C)C=C1 (N-(4-chloro-benzyl)-N-isobutyl-4-methoxy-benzenesulfonamide), B(Cl)(Cl)Cl (boron trichloride), O (Water), C(=O)(O)[O-].[Na+] (NaHCO3). The reagents and catalysts are [I-].C(CCC)[N+](CCCC)(CCCC)CCCC (tetrabutylammonium iodide). Solvent: C(Cl)Cl (DCM). Reaction conditions: temperature -78 celsius, time 5 minute. Yields the product ClC1=CC=C(CN(S(=O)(=O)C2=CC=C(C=C2)O)CC(C)C)C=C1 (N-(4-chloro-benzyl)-4-hydroxy-N-isobutyl-benzenesulfonamide). Yield: 63.5%. RXN SMILES: [Cl:1][C:2]1[CH:24]=[CH:23][C:5]([CH2:6][N:7]([CH2:19][CH:20]([CH3:22])[CH3:21])[S:8]([C:11]2[CH:16]=[CH:15][C:14]([O:17]C)=[CH:13][CH:12]=2)(=[O:10])=[O:9])=[CH:4][CH:3]=1.B(Cl)(Cl)Cl.O.C([O-])(O)=O.[Na+]>C(Cl)Cl.[I-].C([N+](CCCC)(CCCC)CCCC)CCC>[Cl:1][C:2]1[CH:24]=[CH:23][C:5]([CH2:6][N:7]([CH2:19][CH:20]([CH3:22])[CH3:21])[S:8]([C:11]2[CH:16]=[CH:15][C:14]([OH:17])=[CH:13][CH:12]=2)(=[O:9])=[O:10])=[CH:4][CH:3]=1 |f:3.4,6.7|. Procedure details: To a solution of N-(4-chloro-benzyl)-N-isobutyl-4-methoxy-benzenesulfonamide (1.03 g, 2.8 mmol) in DCM (25 mL) was added tetrabutylammonium iodide (1.14 g, 3.1 mmol) and the reaction was cool to −78° C. To the solution was added boron trichloride (4.2 mL, 4.2 mmol of 1 M solution in DCM) over 2 minutes then stirred for a further 5 minutes. The reaction was left to warm to 0° C. and stirred for further 2 hours. Water and saturated aqueous NaHCO3 were added, extracted with DCM, filtered through a ... Reactants: Cl (HCl), ClC1=C(C=CC=C1Cl)N1CCN(CCC1)C(=O)OC(C)(C)C (tert-butyl 4-(2,3-dichlorophenyl)-1,4-diazepane-1-carboxylate). Solvent: CCOC(=O)C (EtOAc), CCOC(=O)C (EtOAc). Reaction conditions: time 1.5 hour. Product: Cl.ClC1=C(C=CC=C1Cl)N1CCNCCC1 (1-(2,3-dichlorophenyl)-1,4-diazepane hydrochloride salt). Isolated yield 183.7%. As a reaction SMILES: Cl.[Cl:2][C:3]1[C:8]([Cl:9])=[CH:7][CH:6]=[CH:5][C:4]=1[N:10]1[CH2:16][CH2:15][CH2:14][N:13](C(OC(C)(C)C)=O)[CH2:12][CH2:11]1>CCOC(C)=O>[ClH:2].[Cl:2][C:3]1[C:8]([Cl:9])=[CH:7][CH:6]=[CH:5][C:4]=1[N:10]1[CH2:16][CH2:15][CH2:14][NH:13][CH2:12][CH2:11]1 |f:3.4|. Procedure details: Excess HCl in EtOAc was added dropwise to a solution of intermediate 1 (4.0 g, 11.6 mmol) in EtOAc and the reaction mixture was stirred at rt for 1.5 h. The reaction mixture was filtered to give 1-(2,3-dichlorophenyl)-1,4-diazepane hydrochloride salt (intermediate 2) (3.0 g, 90%) as a white solid. HPLC: 99%, RT 2.108 min. MS (ESI) m/z 245.0 [M+H]+. mp: 186-187° C. Reaction SMILES: [CH2:1]([CH3:2])[O:3][C:4]([CH2:5][c:6]1[cH:7][c:8](-[c:14]2[c:15]([CH2:24][O:25][c:26]3[cH:27][cH:28][cH:29][cH:30][cH:31]3)[cH:16][c:17]([C:20]([F:21])([F:22])[F:23])[cH:18][cH:19]2)[c:9]([O:12][CH3:13])[cH:10][cH:11]1)=[O:32].[CH2:35]1[O:36][CH2:37][CH2:38][O:39][CH2:40]1.[Li+:33].[OH-:34].[OH2:41]>>[O:3]=[C:4]([CH2:5][c:6]1[cH:7][c:8](-[c:14]2[c:15]([CH2:24][O:25][c:26]3[cH:27][cH:28][cH:29][cH:30][cH:31]3)[cH:16][c:17]([C:20]([F:21])([F:22])[F:23])[cH:18][cH:19]2)[c:9]([O:12][CH3:13])[cH:10][cH:11]1)[OH:32]. The reactants are CCOC(=O)Cc1ccc(OC)c(-c2ccc(C(F)(F)F)cc2COc2ccccc2)c1, C1COCCO1, [Li+], [OH-], O. Product: COc1ccc(CC(=O)O)cc1-c1ccc(C(F)(F)F)cc1COc1ccccc1.